describe an organic reaction: reactants, conditions, products, and yield From a dataset of the Open Reaction Database (ORD), a public repository of structured organic reaction records. Yields the product N12C(CC(CC1)CC2)CC(C2=CC=CC=C2)(C2=CC=CC=C2)C2(CCCC2)O (1-[2-(1-azabicyclo[2.2.2]octan-2-yl)-1,1-diphenylethyl] cyclopentanol). The solvent is CCCCCC (hexane), C1CCCCC1 (cyclohexane). Conditions: time 1.2 hour. Starting materials: 20.4, C1(=CC=CC=C1)C(CC1N2CCC(C1)CC2)C2=CC=CC=C2 (2-(2,2-diphenylethyl)-1-azabicyclo[2.2.2]octane), CN(CCN(C)C)C (N,N,N',N'-tetramethylethylenediamine), solution, C(CCC)[Li] (butyllithium), C1(CCCC1)=O (cyclopentanone). Procedure: A solution of 20.4 parts 2-(2,2-diphenylethyl)-1-azabicyclo[2.2.2]octane, 10.5 parts by volume of N,N,N',N'-tetramethylethylenediamine, 48 parts by volume of a 1.6 M solution of butyllithium in hexane in 500 parts by volume of cyclohexane is heated to reflux while being stirred for 1.2 hours under nitrogen. The reaction mixture is cooled to 10 and 6.8 parts by volume of cyclopentanone is added during 5 minutes. It is washed four times with water and one time with saturated sodium chloride soluti... As a reaction SMILES: [C:1]1([CH:7]([C:17]2[CH:22]=[CH:21][CH:20]=[CH:19][CH:18]=2)[CH2:8][CH:9]2[CH2:14][CH:13]3[CH2:15][CH2:16][N:10]2[CH2:11][CH2:12]3)[CH:6]=[CH:5][CH:4]=[CH:3][CH:2]=1.CN(C)CCN(C)C.C([Li])CCC.[C:36]1(=[O:41])[CH2:40][CH2:39][CH2:38][CH2:37]1>CCCCCC.C1CCCCC1>[N:10]12[CH2:16][CH2:15][CH:13]([CH2:12][CH2:11]1)[CH2:14][CH:9]2[CH2:8][C:7]([C:36]1([OH:41])[CH2:40][CH2:39][CH2:38][CH2:37]1)([C:1]1[CH:2]=[CH:3][CH:4]=[CH:5][CH:6]=1)[C:17]1[CH:18]=[CH:19][CH:20]=[CH:21][CH:22]=1. Starting materials: CO, Cc1cc(F)ccc1C(=O)O, O=S(=O)(O)O. Reaction SMILES: [CH3:12][OH:13].[F:1][c:2]1[cH:3][c:4]([CH3:11])[c:5]([C:6](=[O:7])[OH:8])[cH:9][cH:10]1.[S:14](=[O:15])(=[O:16])([OH:17])[OH:18]>>[F:1][c:2]1[cH:3][c:4]([CH3:11])[c:5]([C:6](=[O:7])[O:8][CH3:12])[cH:9][cH:10]1. The product is COC(=O)c1ccc(F)cc1C. The reactants are C(C)(=O)O[C@@H](C(NC=1C(=C2C(=NC1)N(C=C2)S(=O)(=O)C2=CC=CC=C2)NC2COCCC2)=O)C ((2R)-1-oxo-1-(1-(phenylsulfonyl)-4-(tetrahydro-2H-pyran-3-ylamino)-1H-pyrrolo[2,3-b]pyridin-5-ylamino)propan-2-yl acetate). Run in C(C)(=O)O (acetic acid). Product: C(C)(=O)O[C@H](C)C1=NC=2C(=C3C(=NC2)N(C=C3)S(=O)(=O)C3=CC=CC=C3)N1C1COCCC1 ((1R)-1-(6-(phenylsulfonyl)-1-(tetrahydro-2H-pyran-3-yl)-1,6-dihydroimidazo[4,5-d]pyrrolo[2,3-b]pyridin-2-yl)ethyl acetate). The yield is 65.9%. RXN SMILES: [C:1]([O:4][C@H:5]([CH3:34])[C:6](=O)[NH:7][C:8]1[C:9]([NH:26][CH:27]2[CH2:32][CH2:31][CH2:30][O:29][CH2:28]2)=[C:10]2[CH:16]=[CH:15][N:14]([S:17]([C:20]3[CH:25]=[CH:24][CH:23]=[CH:22][CH:21]=3)(=[O:19])=[O:18])[C:11]2=[N:12][CH:13]=1)(=[O:3])[CH3:2]>C(O)(=O)C>[C:1]([O:4][C@@H:5]([C:6]1[N:26]([CH:27]2[CH2:32][CH2:31][CH2:30][O:29][CH2:28]2)[C:9]2=[C:10]3[CH:16]=[CH:15][N:14]([S:17]([C:20]4[CH:25]=[CH:24][CH:23]=[CH:22][CH:21]=4)(=[O:18])=[O:19])[C:11]3=[N:12][CH:13]=[C:8]2[N:7]=1)[CH3:34])(=[O:3])[CH3:2]. Reported procedure: A solution of (2R)-1-oxo-1-(1-(phenylsulfonyl)-4-(tetrahydro-2H-pyran-3-ylamino)-1H-pyrrolo[2,3-b]pyridin-5-ylamino)propan-2-yl acetate (830 mg, 1.7 mmol) in acetic acid (10 mL) was stirred at 105° C. for 5 h, then the reaction was cooled down and concentrated. Purification by flash chromatography (40 to 100% ethyl acetate in heptane) afforded 525 mg (66%) of (1R)-1-(6-(phenylsulfonyl)-1-(tetrahydro-2H-pyran-3-yl)-1,6-dihydroimidazo[4,5-d]pyrrolo[2,3-b]pyridin-2-yl)ethyl acetate. LCMS (Method E,...